The task is: describe an organic reaction: reactants, conditions, products, and yield. This data is from the Open Reaction Database (ORD), a public repository of structured organic reaction records. The reactants are C1(CCCC1)C(C=1OC2=C(C1C)C=C(C=C2F)F)NC2=CC=C(C=C2)C(=O)N(CCC(=O)OCC)C (Ethyl 3-{[(4-{[cyclopentyl(5,7-difluoro-3-methyl-1-benzofuran-2-yl)methyl]amino}phenyl)carbonyl](methyl)amino}propanoate). Solvent: C(C)O (ethanol), O1CCCC1 (tetrahydrofuran), [OH-].[Na+] (sodium hydroxide). Run at time 30 minute. Product: C1(CCCC1)C(C=1OC2=C(C1C)C=C(C=C2F)F)NC2=CC=C(C=C2)C(=O)N(CCC(=O)O)C (3-{[(4-{[cyclopentyl(5,7-difluoro-3-methyl-1-benzofuran-2-yl)methyl]amino}phenyl)carbonyl](methyl)amino}propanoic acid). Isolated yield 81.7%. As a reaction SMILES: [CH:1]1([CH:6]([NH:19][C:20]2[CH:25]=[CH:24][C:23]([C:26]([N:28]([CH3:36])[CH2:29][CH2:30][C:31]([O:33]CC)=[O:32])=[O:27])=[CH:22][CH:21]=2)[C:7]2[O:8][C:9]3[C:16]([F:17])=[CH:15][C:14]([F:18])=[CH:13][C:10]=3[C:11]=2[CH3:12])[CH2:5][CH2:4][CH2:3][CH2:2]1>C(O)C.O1CCCC1.[OH-].[Na+]>[CH:1]1([CH:6]([NH:19][C:20]2[CH:21]=[CH:22][C:23]([C:26]([N:28]([CH3:36])[CH2:29][CH2:30][C:31]([OH:33])=[O:32])=[O:27])=[CH:24][CH:25]=2)[C:7]2[O:8][C:9]3[C:16]([F:17])=[CH:15][C:14]([F:18])=[CH:13][C:10]=3[C:11]=2[CH3:12])[CH2:5][CH2:4][CH2:3][CH2:2]1 |f:3.4|. Procedure: Ethyl 3-{[(4-{[cyclopentyl(5,7-difluoro-3-methyl-1-benzofuran-2-yl)methyl]amino}phenyl)carbonyl](methyl)amino}propanoate (240 mg) synthesized in Example A207 was dissolved in ethanol (1.0 mL)-tetrahydrofuran (1.0 mL), 1N aqueous sodium hydroxide solution (0.96 mL) was added to the solution, and the mixture was stirred at room temperature for 30 min. The solvent was evaporated under reduced pressure, water (4 mL) was added to the residue, and the mixture was neutralized with 1N hydrochloric acid ... The reactants are Cl, c1ccc(N2CCN(CC3CCCC4(C3)OCCO4)CC2)nc1. Yields the product O=C1CCCC(CN2CCN(c3ccccn3)CC2)C1. RXN SMILES: [ClH:24].[O:1]1[CH2:3][CH2:2][O:4][C:5]12[CH2:6][CH:7]([CH2:11][N:12]1[CH2:13][CH2:14][N:15]([c:18]3[n:19][cH:20][cH:21][cH:22][cH:23]3)[CH2:16][CH2:17]1)[CH2:8][CH2:9][CH2:10]2>>[O:4]=[C:5]1[CH2:6][CH:7]([CH2:11][N:12]2[CH2:13][CH2:14][N:15]([c:18]3[n:19][cH:20][cH:21][cH:22][cH:23]3)[CH2:16][CH2:17]2)[CH2:8][CH2:9][CH2:10]1. Product: Cc1ccc(C(C)(C)CCC#N)cc1. Starting materials: [Al+3], Cc1ccccc1, CC(C)=CCC#N, [Cl-], [Cl-], [Cl-], Cl, O. RXN SMILES: [Al+3:2].[CH3:14][c:15]1[cH:16][cH:17][cH:18][cH:19][cH:20]1.[CH3:5][C:6](=[CH:7][CH2:8][C:9]#[N:10])[CH3:11].[Cl-:1].[Cl-:3].[Cl-:4].[ClH:13].[OH2:12]>>[CH3:5][C:6]([CH2:7][CH2:8][C:9]#[N:10])([CH3:11])[c:18]1[cH:17][cH:16][c:15]([CH3:14])[cH:20][cH:19]1. Starting materials: [BH4-], CCOc1cc(C#N)ccc1OC, CS(C)(=O)=O, [Li]CCCC, O=C(O)C(F)(F)F, [Na+], [Na+], C1CCOC1, [OH-]. Yields the product CCOc1cc(C(N)CS(C)(=O)=O)ccc1OC. Reaction SMILES: [BH4-:24].[CH2:11]([CH3:12])[O:13][c:14]1[cH:15][c:16]([C:17]#[N:18])[cH:19][cH:20][c:21]1[O:22][CH3:23].[CH3:1][S:2](=[O:3])(=[O:4])[CH3:5].[CH3:6][CH2:7][CH2:8][CH2:9][Li:10].[F:26][C:27]([F:28])([F:29])[C:30]([OH:31])=[O:32].[Na+:25].[Na+:34].[O:35]1[CH2:36][CH2:37][CH2:38][CH2:39]1.[OH-:33]>>[CH2:1]([S:2](=[O:3])(=[O:4])[CH3:5])[CH:17]([c:16]1[cH:15][c:14]([O:13][CH2:11][CH3:12])[c:21]([O:22][CH3:23])[cH:20][cH:19]1)[NH2:18]. The reactants are [H-].[K+] (potassium hydride), C(C)(C)(C)OC(=O)N1CCC(CC1)(CO)CC1=CC(=CC=C1)C (N-tert-butoxycarbonyl-4-(3-methylbenzyl)-4-hydroxymethylpiperidine), S(=O)(=O)(OC)OC (dimethyl sulfate), resultant mixture. Run in C1CCOC1 (THF). Run at temperature 0 celsius, time 8 hour. Yields the product C(C)(C)(C)OC(=O)N1CCC(CC1)(COC)CC1=CC(=CC=C1)C (N-tert-butoxycarbonyl-4-(3-methylbenzyl)-4-methoxymethylpiperidine). Reaction SMILES: [H-].[K+].[C:3]([O:7][C:8]([N:10]1[CH2:15][CH2:14][C:13]([CH2:18][C:19]2[CH:24]=[CH:23][CH:22]=[C:21]([CH3:25])[CH:20]=2)([CH2:16][OH:17])[CH2:12][CH2:11]1)=[O:9])([CH3:6])([CH3:5])[CH3:4].S(OC)(O[CH3:30])(=O)=O>C1COCC1>[C:3]([O:7][C:8]([N:10]1[CH2:15][CH2:14][C:13]([CH2:18][C:19]2[CH:24]=[CH:23][CH:22]=[C:21]([CH3:25])[CH:20]=2)([CH2:16][O:17][CH3:30])[CH2:12][CH2:11]1)=[O:9])([CH3:6])([CH3:5])[CH3:4] |f:0.1|. Procedure details: To a suspension of potassium hydride (0.40 g, dry weight, 10 mmol; obtained from washing 0.97 g of 35% potassium hydride dispersion in mineral oil with hexanes and drying under a stream of argon) in anhydrous THF (45 mL), N-tert-butoxycarbonyl-4-(3-methylbenzyl)-4-hydroxymethylpiperidine (1.89 g, 5.9 mmol) in THF (15 mL) was added. The resultant mixture was stirred at room temp. for 1 h, and treated with dimethyl sulfate (1.13 mL, 11.9 mmol). The reacting mixture was stirred at room temp. overni...